describe an organic reaction: reactants, conditions, products, and yield From a dataset of the Open Reaction Database (ORD), a public repository of structured organic reaction records. Starting materials: COC1=C(C=C(C=C1)C(F)(F)F)N=C=O (2-Methoxy-5-trifluoromethylphenyl isocyanate), BrC1=C(N)C(=CC=C1)F (2-bromo-6-fluoroaniline). Solvent: C(C)#N (acetonitrile). Conditions: temperature 85 celsius. Yields the product BrC1=C(C(=CC=C1)F)NC(=O)NC1=C(C=CC(=C1)C(F)(F)F)OC (N-(2-bromo-6-fluorophenyl)-N′-[2-methoxy-5-(trifluoromethyl)phenyl]urea). The yield is 99.0%. Reaction SMILES: [CH3:1][O:2][C:3]1[CH:8]=[CH:7][C:6]([C:9]([F:12])([F:11])[F:10])=[CH:5][C:4]=1[N:13]=[C:14]=[O:15].[Br:16][C:17]1[CH:23]=[CH:22][CH:21]=[C:20]([F:24])[C:18]=1[NH2:19]>C(#N)C>[Br:16][C:17]1[CH:23]=[CH:22][CH:21]=[C:20]([F:24])[C:18]=1[NH:19][C:14]([NH:13][C:4]1[CH:5]=[C:6]([C:9]([F:12])([F:11])[F:10])[CH:7]=[CH:8][C:3]=1[O:2][CH3:1])=[O:15]. Procedure details: 2-Methoxy-5-trifluoromethylphenyl isocyanate (274.3 g) is dissolved in acetonitrile (1 l), then 2-bromo-6-fluoroaniline (200 g) is added and rinsed out with acetonitrile (50 ml). The resulting clear solution is stirred under reflux (ca. 85° C.) for 38 h, then concentrated in vacuo at 40° C. to a viscous magma. This is filtered off with suction, washed with acetonitrile (260 ml, cooled to 0-5° C.) and dried overnight at 45° C. in the VDO using entraining nitrogen. A total of 424.3 g of N-(2-bromo... RXN SMILES: CCOCC.Cl.Cl[C:8]1[C:14]2[CH:15]=[CH:16][C:17]([C:19]([O:21][CH3:22])=[O:20])=[CH:18][C:13]=2[S:12][C:11]2[CH:23]=[CH:24][CH:25]=[CH:26][C:10]=2[N:9]=1>C(Cl)Cl>[CH:15]1[C:14]2[CH:8]=[N:9][C:10]3[CH:26]=[CH:25][CH:24]=[CH:23][C:11]=3[S:12][C:13]=2[CH:18]=[C:17]([C:19]([O:21][CH3:22])=[O:20])[CH:16]=1. The solvent is C(Cl)Cl (methylene chloride). Procedure details: Stir at room temperature a mixture of 4.27 gm. (22.54 mmole) of stannous chloride in 200 ml. of dry ether while passing dry hydrogen chloride through the mixture to saturation. Dissolve 3.42 gm. (11.27 mmole) of the 11-chloro ester of Example 6 in 35 ml. of methylene chloride and add this solution to the stannous chloride solution over a 10 minute period. Pass dry hydrogen chloride through the mixture for 30 minutes and decant the supernatant liquid. Wash the residue by decantation with dry ethe... The product is C1=CC(=CC2=C1C=NC1=C(S2)C=CC=C1)C(=O)OC (Methyl Dibenzo[b,f][1,4]thiazepin-3-carboxylate). Starting materials: stannous chloride, ClC1=NC2=C(SC3=C1C=CC(=C3)C(=O)OC)C=CC=C2 (Methyl 11-chlorodibenzo[b,f][1,4]thiazepin-3-carboxylate), stannous chloride, CCOCC (ether), Cl (hydrogen chloride), Cl (hydrogen chloride). Starting materials: COc1ccc(CN)cc1, Cc1nc(Cl)c2nc3n(c2c1C)C(C)COC3, Cl, OCC(F)(F)F, c1ccncc1. The product is COc1ccc(CNc2nc(C)c(C)c3c2nc2n3C(C)COC2)cc1. As a reaction SMILES: [CH3:18][O:19][c:20]1[cH:21][cH:22][c:23]([CH2:24][NH2:25])[cH:26][cH:27]1.[Cl:1][c:2]1[n:3][c:4]([CH3:17])[c:5]([CH3:16])[c:6]2[c:7]1[n:8][c:9]1[n:14]2[CH:13]([CH3:15])[CH2:12][O:11][CH2:10]1.[ClH:28].[OH:35][CH2:36][C:37]([F:38])([F:39])[F:40].[n:29]1[cH:30][cH:31][cH:32][cH:33][cH:34]1>>[c:2]1([NH:25][CH2:24][c:23]2[cH:22][cH:21][c:20]([O:19][CH3:18])[cH:27][cH:26]2)[n:3][c:4]([CH3:17])[c:5]([CH3:16])[c:6]2[c:7]1[n:8][c:9]1[n:14]2[CH:13]([CH3:15])[CH2:12][O:11][CH2:10]1. Reactants: C(C)(=O)O[BH-](OC(C)=O)OC(C)=O.[Na+] (Sodium triacetoxyborohydride), C(C)(=O)O (acetic acid), C(C)(C)(C)OC(=O)N1N=CC2=CC(=CC=C12)C1=CC(=C(C=C1)F)CNCCN(C)C(=O)OC(C)(C)C (5-(3-{[2-(tert-butoxycarbonyl-methyl-amino)-ethylamino]-methyl}-4-fluoro-phenyl)-indazole-1-carboxylic acid tert-butyl ester), FC1=CC=C(C=O)C=C1 (4-fluorobenzaldehyde). Solvent: ClC(C)Cl (dichloroethane), O (water). Run at time 80 hour. Product: C(C)(C)(C)OC(=O)N1N=CC2=CC(=CC=C12)C1=CC(=C(C=C1)F)CN(CC1=CC(=CC=C1)F)CCN(C)C(=O)OC(C)(C)C (5-(3-{[[2-(tert-Butoxycarbonyl-methyl-amino)-ethyl]-(3-fluoro-benzyl)-amino]-methyl}-4-fluoro-phenyl)-indazole-1-carboxylic acid tert-butyl ester). The yield is 74.2%. As a reaction SMILES: C(O[BH-](O[C:11](=O)[CH3:12])OC(=O)C)(=O)C.[Na+].[C:15](O)(=O)C.[C:19]([O:23][C:24]([N:26]1[C:34]2[C:29](=[CH:30][C:31]([C:35]3[CH:40]=[CH:39][C:38]([F:41])=[C:37]([CH2:42][NH:43][CH2:44][CH2:45][N:46]([C:48]([O:50][C:51]([CH3:54])([CH3:53])[CH3:52])=[O:49])[CH3:47])[CH:36]=3)=[CH:32][CH:33]=2)[CH:28]=[N:27]1)=[O:25])([CH3:22])([CH3:21])[CH3:20].[F:55][C:56]1[CH:63]=CC(C=O)=[CH:58][CH:57]=1>ClC(Cl)C.O>[C:19]([O:23][C:24]([N:26]1[C:34]2[C:29](=[CH:30][C:31]([C:35]3[CH:40]=[CH:39][C:38]([F:41])=[C:37]([CH2:42][N:43]([CH2:44][CH2:45][N:46]([C:48]([O:50][C:51]([CH3:54])([CH3:53])[CH3:52])=[O:49])[CH3:47])[CH2:15][C:11]4[CH:12]=[CH:58][CH:57]=[C:56]([F:55])[CH:63]=4)[CH:36]=3)=[CH:32][CH:33]=2)[CH:28]=[N:27]1)=[O:25])([CH3:21])([CH3:22])[CH3:20] |f:0.1|. Procedure details: Sodium triacetoxyborohydride (254 mg, 1.2 mmol) and acetic acid (48 mg, 0.8 mmol) were added to a mixture of 5-(3-{[2-(tert-butoxycarbonyl-methyl-amino)-ethylamino]-methyl}-4-fluoro-phenyl)-indazole-1-carboxylic acid tert-butyl ester (400 mg, 0.8 mmol) and 4-fluorobenzaldehyde (99 mg, 0.8 mmol) in 15 mL of dichloroethane. The mixture was stirred at ambient temperature for 80 h, and then it was diluted with water, the layers were separated and the aqueous phase was extracted with dichloromethane.... Reactants: O (water), Cl.NC(CCC1=CC=C(OC2=CC=C(C#N)C=C2)C=C1)(C)C (4-(4-(3-Amino-3-methylbutyl)phenoxy)benzonitrile hydrochloride), OO (hydrogen peroxide), C([O-])([O-])=O.[K+].[K+] (potassium carbonate). Run in CS(=O)C (DMSO). Conditions: time 10 minute. Product: NC(CCC1=CC=C(OC2=CC=C(C(=O)N)C=C2)C=C1)(C)C (4-(4-(3-Amino-3-methylbutyl)phenoxy)benzamide). The yield is 9.3%. Reaction SMILES: Cl.[NH2:2][C:3]([CH3:22])([CH3:21])[CH2:4][CH2:5][C:6]1[CH:20]=[CH:19][C:9]([O:10][C:11]2[CH:18]=[CH:17][C:14]([C:15]#[N:16])=[CH:13][CH:12]=2)=[CH:8][CH:7]=1.C(=O)([O-])[O-:24].[K+].[K+].OO.O>CS(C)=O>[NH2:2][C:3]([CH3:22])([CH3:21])[CH2:4][CH2:5][C:6]1[CH:20]=[CH:19][C:9]([O:10][C:11]2[CH:18]=[CH:17][C:14]([C:15]([NH2:16])=[O:24])=[CH:13][CH:12]=2)=[CH:8][CH:7]=1 |f:0.1,2.3.4|. Reported procedure: 4-(4-(3-Amino-3-methylbutyl)phenoxy)benzonitrile hydrochloride (1.04 g, 32.8 mmol) was dissolved in DMSO (30 ml) and treated with potassium carbonate (0.68 g, 49.2 mmol, 1.5 eq.) with stirring. After 10 minutes, hydrogen peroxide (7 ml, 30% aqueous solution) was added dropwise slowly. The mixture was allowed to stir for 16 hours and then added to 300 ml of water, causing a white precipitate. The material was filtered and dried to give a white solid (908 mg, 93%). NMR, MS Reactants: C(C)(=O)C=1C(=NC(=C(C#N)C1)C)C (5-acetyl-2,6-dimethylnicotinonitrile), S1C(=NC=C1)C(C)=O (1-(1,3-thiazol-2-yl)ethanone), CC1=C(C#N)C=C(C(=N1)C)C1=NC2=CC=C(C=C2C=C1)CCN1[C@@H](CCC1)C (2,6-dimethyl-5-(6-{2-[(2R)-2-methyl-1-pyrrolidinyl]ethyl}-2-quinolinyl)nicotinonitrile). Product: CC1=C(C(=O)N)C=C(C(=N1)C)C1=NC2=CC=C(C=C2C=C1)CCN1[C@@H](CCC1)C (2,6-Dimethyl-5-(6-{2-[(2R)-2-methyl-1-pyrrolidinyl]ethyl}-quinolin-2-yl)-nicotinamide). RXN SMILES: C(C1C(C)=NC(C)=C(C=1)C#N)(=[O:3])C.S1C=CN=C1C(=O)C.[CH3:22][C:23]1[N:30]=[C:29]([CH3:31])[C:28]([C:32]2[CH:41]=[CH:40][C:39]3[C:34](=[CH:35][CH:36]=[C:37]([CH2:42][CH2:43][N:44]4[CH2:48][CH2:47][CH2:46][C@H:45]4[CH3:49])[CH:38]=3)[N:33]=2)=[CH:27][C:24]=1[C:25]#[N:26]>>[CH3:22][C:23]1[N:30]=[C:29]([CH3:31])[C:28]([C:32]2[CH:41]=[CH:40][C:39]3[C:34](=[CH:35][CH:36]=[C:37]([CH2:42][CH2:43][N:44]4[CH2:48][CH2:47][CH2:46][C@H:45]4[CH3:49])[CH:38]=3)[N:33]=2)=[CH:27][C:24]=1[C:25]([NH2:26])=[O:3]. Reported procedure: The title compound was prepared using the procedure described in Example 57 using 5-acetyl-2,6-dimethylnicotinonitrile for 1-(1,3-thiazol-2-yl)ethanone providing the product from Example 67 which eluted first and the title compound which eluted second. 1H NMR (CDCl3) δ ppm 1.18 (d, J=5.43 Hz, 3 H), 1.53 (m, 1 H), 1.80 (m, 2 H), 1.98 (m, 1 H), 2.2-2.6 (m, 3 H), 2.65 (s, 3 H), 2.78 (s, 3 H), 3.09 (m, 2 H), 3.19 (m, 1 H), 3.33 (m, 1 H), 5.75 (s, 1 H), 5.90 (s, 1H), 7.52 (d, J=8.48 Hz, 1 H), 7.66 (d... As a reaction SMILES: [C:17]([OH:18])([CH3:19])([CH3:20])[CH3:21].[OH2:22].[c:1]1([NH:7][C:8](=[O:9])[NH:10][C:11]([CH:12]([CH2:13][Br:15])[Br:14])=[O:16])[cH:2][cH:3][cH:4][cH:5][cH:6]1>>[c:1]1([N:7]2[C:8](=[O:9])[NH:10][C:11](=[O:16])[C:12]2=[CH2:13])[cH:2][cH:3][cH:4][cH:5][cH:6]1. Reactants: CC(C)(C)O, O, O=C(NC(=O)C(Br)CBr)Nc1ccccc1. The product is C=C1C(=O)NC(=O)N1c1ccccc1. Reactants: CCN(C(C)C)C(C)C, O=C(O)c1c[nH]cc(-c2ccc(F)cc2)c1=O, COc1ccc(CN2Cc3c(Oc4ccc(N)nc4)ccnc3NC2=O)cc1, CN(C)C=O. Yields the product COc1ccc(CN2Cc3c(Oc4ccc(NC(=O)c5c[nH]cc(-c6ccc(F)cc6)c5=O)nc4)ccnc3NC2=O)cc1. RXN SMILES: [CH:46]([N:47]([CH2:48][CH3:49])[CH:50]([CH3:51])[CH3:52])([CH3:53])[CH3:54].[F:29][c:30]1[cH:31][cH:32][c:33](-[c:36]2[c:37](=[O:45])[c:38]([C:42](=[O:43])[OH:44])[cH:39][nH:40][cH:41]2)[cH:34][cH:35]1.[NH2:1][c:2]1[cH:3][cH:4][c:5]([O:8][c:9]2[cH:10][cH:11][n:12][c:13]3[c:18]2[CH2:17][N:16]([CH2:19][c:20]2[cH:21][cH:22][c:23]([O:26][CH3:27])[cH:24][cH:25]2)[C:15](=[O:28])[NH:14]3)[cH:6][n:7]1.[O:55]=[CH:56][N:57]([CH3:58])[CH3:59]>>[NH:1]([c:2]1[cH:3][cH:4][c:5]([O:8][c:9]2[cH:10][cH:11][n:12][c:13]3[c:18]2[CH2:17][N:16]([CH2:19][c:20]2[cH:21][cH:22][c:23]([O:26][CH3:27])[cH:24][cH:25]2)[C:15](=[O:28])[NH:14]3)[cH:6][n:7]1)[C:42]([c:38]1[c:37](=[O:45])[c:36](-[c:33]2[cH:32][cH:31][c:30]([F:29])[cH:35][cH:34]2)[cH:41][nH:40][cH:39]1)=[O:43].